Dataset: the Open Reaction Database (ORD), a public repository of structured organic reaction records. Task: describe an organic reaction: reactants, conditions, products, and yield Reactants: CO, COC(=O)c1ccc(Cn2cc(C#N)c(N)n2)cc1, [Na+], [OH-], O. Product: N#Cc1cn(Cc2ccc(C(=O)O)cc2)nc1N. Reaction SMILES: [CH3:23][OH:24].[CH3:3][O:4][C:5]([c:6]1[cH:7][cH:8][c:9]([CH2:12][n:13]2[n:14][c:15]([NH2:20])[c:16]([C:18]#[N:19])[cH:17]2)[cH:10][cH:11]1)=[O:21].[Na+:2].[OH-:1].[OH2:22]>>[O:4]=[C:5]([c:6]1[cH:7][cH:8][c:9]([CH2:12][n:13]2[n:14][c:15]([NH2:20])[c:16]([C:18]#[N:19])[cH:17]2)[cH:10][cH:11]1)[OH:21]. Reactants: CC(=O)O, CSCCC(NC(=O)c1ccc(C(=O)N2CCCC2CNC(=O)OC(C)(C)C)c(Cl)c1)c1nc2cc(Cl)ccc2[nH]1, ClCCl, O=C(OO)c1cccc(Cl)c1. Yields the product CS(=O)CCC(NC(=O)c1ccc(C(=O)N2CCCC2CNC(=O)OC(C)(C)C)c(Cl)c1)c1nc2cc(Cl)ccc2[nH]1. As a reaction SMILES: [CH3:56][C:57](=[O:58])[OH:59].[Cl:12][c:13]1[cH:14][c:15]2[c:16]([nH:17][c:18]([CH:20]([CH2:21][CH2:22][S:23][CH3:24])[NH:25][C:26]([c:27]3[cH:28][c:29]([Cl:49])[c:30]([C:33](=[O:34])[N:35]4[CH:36]([CH2:40][NH:41][C:42](=[O:43])[O:44][C:45]([CH3:46])([CH3:47])[CH3:48])[CH2:37][CH2:38][CH2:39]4)[cH:31][cH:32]3)=[O:50])[n:19]2)[cH:51][cH:52]1.[Cl:53][CH2:54][Cl:55].[OH:1][O:2][C:3]([c:4]1[cH:5][c:6]([Cl:7])[cH:8][cH:9][cH:10]1)=[O:11]>>[O:1]=[S:23]([CH2:22][CH2:21][CH:20]([c:18]1[nH:17][c:16]2[c:15]([cH:14][c:13]([Cl:12])[cH:52][cH:51]2)[n:19]1)[NH:25][C:26]([c:27]1[cH:28][c:29]([Cl:49])[c:30]([C:33](=[O:34])[N:35]2[CH:36]([CH2:40][NH:41][C:42](=[O:43])[O:44][C:45]([CH3:46])([CH3:47])[CH3:48])[CH2:37][CH2:38][CH2:39]2)[cH:31][cH:32]1)=[O:50])[CH3:24]. Reactants: COC=1C=C(C=NC1)C=1C=C2C(=NN(C2=CC1)C1OCCCC1)C1=CN=CC(=N1)O[C@H]1CN(CCC1)C(=O)OC(C)(C)C (tert-butyl (3R)-3-((6-(5-(5-methoxy-3-pyridinyl)-1-(tetrahydro-2H-pyran-2-yl)-1H-indazol-3-yl)-2-pyrazinyl)oxy)-1-piperidinecarboxylate), Cl (HCl). Run in CO (MeOH), C(Cl)Cl (DCM). Yields the product COC=1C=C(C=NC1)C=1C=C2C(=NNC2=CC1)C1=NC(=CN=C1)O[C@H]1CNCCC1 (5-(5-methoxy-3-pyridinyl)-3-(6-((3R)-3-piperidinyloxy)-2-pyrazinyl)-1H-indazole). Reaction SMILES: [CH3:1][O:2][C:3]1[CH:4]=[C:5]([C:9]2[CH:10]=[C:11]3[C:15](=[CH:16][CH:17]=2)[N:14](C2CCCCO2)[N:13]=[C:12]3[C:24]2[N:29]=[C:28]([O:30][C@@H:31]3[CH2:36][CH2:35][CH2:34][N:33](C(OC(C)(C)C)=O)[CH2:32]3)[CH:27]=[N:26][CH:25]=2)[CH:6]=[N:7][CH:8]=1.Cl>CO.C(Cl)Cl>[CH3:1][O:2][C:3]1[CH:4]=[C:5]([C:9]2[CH:10]=[C:11]3[C:15](=[CH:16][CH:17]=2)[NH:14][N:13]=[C:12]3[C:24]2[CH:25]=[N:26][CH:27]=[C:28]([O:30][C@@H:31]3[CH2:36][CH2:35][CH2:34][NH:33][CH2:32]3)[N:29]=2)[CH:6]=[N:7][CH:8]=1. Procedure: A mixture of tert-butyl (3R)-3-((6-(5-(5-methoxy-3-pyridinyl)-1-(tetrahydro-2H-pyran-2-yl)-1H-indazol-3-yl)-2-pyrazinyl)oxy)-1-piperidinecarboxylate (0.062 g, 0.106 mmol) and HCl (5 M in i-PrOH, 2.114 mL, 10.57 mmol, Acros) in 1 ml of MeOH and 1 mL of DCM was heated at reflux for 30 min. The crude reaction was cooled to RT and concentrated to a yellowish-green solid that was slurried with a 1/1 mixture of DCM/MeOH (2 mL) and applied to a pre-washed (5 mL MeOH) of Si-propylsulfonic acid (Silicycl... The reactants are C=CCCC(=O)OC(CNC(=O)C(CC=C)CC(=O)OC(C)(C)C)c1ccccc1, Cc1ccccc1, ClCCl. The product is CC(C)(C)OC(=O)CC1CC=CCCC(=O)OC(c2ccccc2)CNC1=O. RXN SMILES: [C:1]([CH2:2][CH2:3][CH:4]=[CH2:5])(=[O:6])[O:7][CH:8]([CH2:9][NH:10][C:11](=[O:12])[CH:13]([CH2:14][C:15](=[O:16])[O:17][C:18]([CH3:19])([CH3:20])[CH3:21])[CH2:22][CH:23]=[CH2:24])[c:25]1[cH:26][cH:27][cH:28][cH:29][cH:30]1.[CH3:31][c:32]1[cH:33][cH:34][cH:35][cH:36][cH:37]1.[Cl:38][CH2:39][Cl:40]>>[C:1]1(=[O:6])[CH2:2][CH2:3][CH:24]=[CH:23][CH2:22][CH:13]([CH2:14][C:15](=[O:16])[O:17][C:18]([CH3:19])([CH3:20])[CH3:21])[C:11](=[O:12])[NH:10][CH2:9][CH:8]([c:25]2[cH:26][cH:27][cH:28][cH:29][cH:30]2)[O:7]1. Reactants: N1C=CC2=CC=C(C=C12)C(=O)O (6-indole carboxylic acid), [H-].[Al+3].[Li+].[H-].[H-].[H-] (lithium aluminum hydride). Run in O1CCCC1 (tetrahydrofuran). Yields the product N1C=CC2=CC=C(C=C12)CO ((1H-Indol-6-yl)-methanol). Isolated yield 3.4%. RXN SMILES: [NH:1]1[C:9]2[C:4](=[CH:5][CH:6]=[C:7]([C:10](O)=[O:11])[CH:8]=2)[CH:3]=[CH:2]1.[H-].[Al+3].[Li+].[H-].[H-].[H-]>O1CCCC1>[NH:1]1[C:9]2[C:4](=[CH:5][CH:6]=[C:7]([CH2:10][OH:11])[CH:8]=2)[CH:3]=[CH:2]1 |f:1.2.3.4.5.6|. Procedure details: To a solution of 6-indole carboxylic acid (5 g, 31.05 mmol) in tetrahydrofuran (310 ml) is added lithium aluminum hydride (5.89 mg, 155.2 mmol) at 0° C. The reaction mixture is refluxed for 6 hours. The resulting mixture is then quenched with 5% potassium hydrogen sulfate (100 ml) and extracted with ether (100 mL). The organic layer is then dried with sodium sulfate and concentrated to give a white solid (156 mg) MS (ESI) m/z 148.8 (M+1). The reactants are CN(CCN(C)C)C (tetramethylethylenediamine), [Li]C(C)CC (sec-BuLi), C(C)I (ethyliodide), COC1=CC=C(C(=O)N(CC)CC)C=C1 (4-methoxy-N,N-diethylbenzamide). Solvent: C1CCOC1 (THF). Reaction conditions: temperature -78 celsius, time 70 minute. Product: C(C)C1=C(C(=O)N(CC)CC)C=CC(=C1)OC (2-ethyl-4-methoxy-N,N-diethylbenzamide). As a reaction SMILES: CN(C)CCN(C)C.[Li][CH:10]([CH2:12][CH3:13])[CH3:11].[CH3:14][O:15][C:16]1C=C[C:19]([C:20]([N:22]([CH2:25][CH3:26])[CH2:23][CH3:24])=[O:21])=[CH:18][CH:17]=1.C(I)C>C1COCC1>[CH2:12]([C:10]1[CH:11]=[C:16]([O:15][CH3:14])[CH:17]=[CH:18][C:19]=1[C:20]([N:22]([CH2:25][CH3:26])[CH2:23][CH3:24])=[O:21])[CH3:13]. Reported procedure: To a solution of tetramethylethylenediamine (50.3 mL) in THF (800 mL) at -78° C. was added sec-BuLi (308 mL, 1.08M), followed by 4-methoxy-N,N-diethylbenzamide, (62.2 g). The mixture was stirred at -78° C. for 70 minutes, then ethyliodide (26.63 g, 333 mmol) was added over 35 minutes. The reaction mixture was warmed to room temperature and stirred for 1.5 hours. The reaction mixture was quenched with saturated NH4Cl (100 mL). The organic layer was separated, dried over Na2SO4 and concentrated in...